Dataset: the Open Reaction Database (ORD), a public repository of structured organic reaction records. Task: describe an organic reaction: reactants, conditions, products, and yield Reactants: CO, NN, O, O=C1c2ccccc2C(=O)N1Cc1ccc2ncccc2c1. The product is NCc1ccc2ncccc2c1. RXN SMILES: [CH3:26][OH:27].[NH2:24][NH2:25].[OH2:23].[n:1]1[cH:2][cH:3][cH:4][c:5]2[cH:6][c:7]([CH2:11][N:12]3[C:13](=[O:14])[c:15]4[c:16]([cH:17][cH:18][cH:19][cH:20]4)[C:21]3=[O:22])[cH:8][cH:9][c:10]12>>[n:1]1[cH:2][cH:3][cH:4][c:5]2[cH:6][c:7]([CH2:11][NH2:12])[cH:8][cH:9][c:10]12. Reactants: COC1=CC=C(C=C1)B(O)O (4-methoxyphenylboronic acid), BrC1=CC=C(S1)S(=O)(=O)N1C=CC=C1 (N-(5-bromothiophene-2-sulfonyl)pyrrole). Product: COC1=CC=C(C=C1)C1=CC=C(S1)S(=O)(=O)N1C=CC=C1 (N-[5-(4-methoxyphenyl)thiophene-2-sulfonyl]pyrrole). RXN SMILES: [CH3:1][O:2][C:3]1[CH:8]=[CH:7][C:6](B(O)O)=[CH:5][CH:4]=1.Br[C:13]1[S:17][C:16]([S:18]([N:21]2[CH:25]=[CH:24][CH:23]=[CH:22]2)(=[O:20])=[O:19])=[CH:15][CH:14]=1>>[CH3:1][O:2][C:3]1[CH:8]=[CH:7][C:6]([C:13]2[S:17][C:16]([S:18]([N:21]3[CH:25]=[CH:24][CH:23]=[CH:22]3)(=[O:19])=[O:20])=[CH:15][CH:14]=2)=[CH:5][CH:4]=1. Procedure details: N-[5-(4-methoxyphenyl)thiophene-2-sulfonyl]pyrrole was prepared, in the same manner as described in Example 32C, from 4-methoxyphenylboronic acid and N-(5-bromothiophene-2-sulfonyl)pyrrole. Recrystallization using hexane/ethyl acetate gave a solid in quantative yield.